Dataset: the Open Reaction Database (ORD), a public repository of structured organic reaction records. Task: describe an organic reaction: reactants, conditions, products, and yield Reactants: O=[N+]([O-])c1c(Cl)ncnc1N(Cc1ccccc1)Cc1ccccc1, CC(C)(C)OC(=O)Nc1cccc(N)c1, C1COCCO1, O. Product: CC(C)(C)OC(=O)Nc1cccc(Nc2ncnc(N(Cc3ccccc3)Cc3ccccc3)c2[N+](=O)[O-])c1. RXN SMILES: [CH2:1]([c:2]1[cH:3][cH:4][cH:5][cH:6][cH:7]1)[N:8]([c:9]1[n:10][cH:11][n:12][c:13]([Cl:18])[c:14]1[N+:15](=[O:16])[O-:17])[CH2:19][c:20]1[cH:21][cH:22][cH:23][cH:24][cH:25]1.[NH2:26][c:27]1[cH:28][c:29]([NH:33][C:34]([O:35][C:36]([CH3:37])([CH3:38])[CH3:39])=[O:40])[cH:30][cH:31][cH:32]1.[O:42]1[CH2:43][CH2:44][O:45][CH2:46][CH2:47]1.[OH2:41]>>[CH2:1]([c:2]1[cH:3][cH:4][cH:5][cH:6][cH:7]1)[N:8]([c:9]1[n:10][cH:11][n:12][c:13]([NH:26][c:27]2[cH:28][c:29]([NH:33][C:34]([O:35][C:36]([CH3:37])([CH3:38])[CH3:39])=[O:40])[cH:30][cH:31][cH:32]2)[c:14]1[N+:15](=[O:16])[O-:17])[CH2:19][c:20]1[cH:21][cH:22][cH:23][cH:24][cH:25]1. Starting materials: [BH4-], CCOC1CN(Cc2ccccc2)CC=C1c1ccc(OC)cc1, COCCOC, [K+], [Na+], [OH-], O, OO. The product is CCOC1CN(Cc2ccccc2)CC(O)C1c1ccc(OC)cc1. Reaction SMILES: [BH4-:25].[CH2:1]([c:2]1[cH:3][cH:4][cH:5][cH:6][cH:7]1)[N:8]1[CH2:9][CH:10]([O:22][CH2:23][CH3:24])[C:11]([c:14]2[cH:15][cH:16][c:17]([O:20][CH3:21])[cH:18][cH:19]2)=[CH:12][CH2:13]1.[CH3:31][O:32][CH2:33][CH2:34][O:35][CH3:36].[K+:28].[Na+:26].[OH-:27].[OH2:37].[OH:29][OH:30]>>[CH2:1]([c:2]1[cH:3][cH:4][cH:5][cH:6][cH:7]1)[N:8]1[CH2:9][CH:10]([O:22][CH2:23][CH3:24])[CH:11]([c:14]2[cH:15][cH:16][c:17]([O:20][CH3:21])[cH:18][cH:19]2)[CH:12]([OH:27])[CH2:13]1. The reactants are CCOc1c(C(C)=O)cc2c(c1Br)C(C)(C)CC=C2C(C)C, C1CCOC1, CC(C)[N-]C(C)C, [Li+]. Yields the product CCOc1c(C(=O)CC)cc2c(c1Br)C(C)(C)CC=C2C(C)C. As a reaction SMILES: [Br:1][c:2]1[c:3]([O:20][CH2:21][CH3:22])[c:4]([C:17]([CH3:18])=[O:19])[cH:5][c:6]2[c:11]1[C:10]([CH3:12])([CH3:13])[CH2:9][CH:8]=[C:7]2[CH:14]([CH3:15])[CH3:16].[CH2:31]1[O:32][CH2:33][CH2:34][CH2:35]1.[CH:23]([N-:24][CH:25]([CH3:26])[CH3:27])([CH3:28])[CH3:29].[Li+:30]>>[Br:1][c:2]1[c:3]([O:20][CH2:21][CH3:22])[c:4]([C:17]([CH2:18][CH3:23])=[O:19])[cH:5][c:6]2[c:11]1[C:10]([CH3:12])([CH3:13])[CH2:9][CH:8]=[C:7]2[CH:14]([CH3:15])[CH3:16]. Reactants: [NH4+], C1CCOC1, [OH-], O=S(=O)(Cl)c1ccccc1-c1ccno1. Product: NS(=O)(=O)c1ccccc1-c1ccno1. Reaction SMILES: [NH4+:16].[O:18]1[CH2:19][CH2:20][CH2:21][CH2:22]1.[OH-:17].[o:1]1[n:2][cH:3][cH:4][c:5]1-[c:6]1[c:7]([S:12](=[O:13])(=[O:14])[Cl:15])[cH:8][cH:9][cH:10][cH:11]1>>[o:1]1[n:2][cH:3][cH:4][c:5]1-[c:6]1[c:7]([S:12](=[O:13])(=[O:14])[NH2:16])[cH:8][cH:9][cH:10][cH:11]1. Starting materials: [H][H] (hydrogen), formula 14, IN1C(CCC1=O)=O (N-iodosuccinimide), IN1C(CCC1=O)=O (N-iodosuccinimide), aldehyde, aldehyde, ClC=1C=CC(=C(C=O)C1)O (5-chloro,2-hydroxy benzaldehyde). The solvent is C(C)(=O)OCC (ethyl acetate), C(C)(=O)O (acetic acid). Run at temperature 95 celsius, time 1 hour. Product: ClC=1C=C(C=C(C=O)C1)I (5-chloro-3-iodo-benzaldehyde), solid. The yield is 94.0%. RXN SMILES: [H][H].[Cl:3][C:4]1[CH:5]=[CH:6][C:7](O)=[C:8]([CH:11]=1)[CH:9]=[O:10].[I:13]N1C(=O)CCC1=O>C(O)(=O)C.C(OCC)(=O)C>[Cl:3][C:4]1[CH:5]=[C:6]([I:13])[CH:7]=[C:8]([CH:11]=1)[CH:9]=[O:10]. Procedure: Scheme VI depicts a method for preparing aldehyde 15. For example, a mixture of an aldehyde of formula 14 wherein R3 and R5 are hydrogen, i.e., 5-chloro,2-hydroxy benzaldehyde (0.10 g, 0.64 mmol) and N-iodosuccinimide (0.16 g, 0.71 mmol) in acetic acid (2 mL) was heated to 95° C. for 2 h. Another portion of N-iodosuccinimide (0.020 g, 0.09 mmol) was added and heating was continued for 1 h. The mixture was diluted with ethyl acetate, washed in succession with 5% aqueous Na2S2O3, saturated NaCl, a... Starting materials: Cl(=O)[O-].[Na+] (sodium chlorite), P(=O)(O)(O)[O-].[K+] (potassium dihydrogen phosphate), FC1=CC=C2C(=NN(C2=C1)CC(=O)N1CCOCC1)C=1N=C2C(=NC1)N(C=C2C=O)COCC[Si](C)(C)C (2-[6-fluoro-1-(2-morpholin-4-yl-2-oxo-ethyl)-1H-indazol-3-yl]-5-(2-trimethylsilanyl-ethoxymethyl)-5H-pyrrolo[2,3-b]pyrazine-7-carbaldehyde), S(N)(O)(=O)=O (sulfamic acid). The solvent is O (water), C1CCOC1 (THF), O (water). Conditions: temperature 0 celsius, time 2 hour. Product: FC1=CC=C2C(=NN(C2=C1)CC(=O)N1CCOCC1)C=1N=C2C(=NC1)N(C=C2C(=O)O)COCC[Si](C)(C)C (2-[6-fluoro-1-(2-morpholin-4-yl-2-oxo-ethyl)-1H-indazol-3-yl]-5-(2-trimethylsilanyl-ethoxymethyl)-5H-pyrrolo[2,3-b]pyrazine-7-carboxylic acid). Isolated yield 95.3%. Reaction SMILES: [F:1][C:2]1[CH:10]=[C:9]2[C:5]([C:6]([C:20]3[N:21]=[C:22]4[C:28]([CH:29]=[O:30])=[CH:27][N:26]([CH2:31][O:32][CH2:33][CH2:34][Si:35]([CH3:38])([CH3:37])[CH3:36])[C:23]4=[N:24][CH:25]=3)=[N:7][N:8]2[CH2:11][C:12]([N:14]2[CH2:19][CH2:18][O:17][CH2:16][CH2:15]2)=[O:13])=[CH:4][CH:3]=1.S(=O)(=O)([OH:41])N.Cl([O-])=O.[Na+].P([O-])(O)(O)=O.[K+]>C1COCC1.O>[F:1][C:2]1[CH:10]=[C:9]2[C:5]([C:6]([C:20]3[N:21]=[C:22]4[C:28]([C:29]([OH:41])=[O:30])=[CH:27][N:26]([CH2:31][O:32][CH2:33][CH2:34][Si:35]([CH3:38])([CH3:37])[CH3:36])[C:23]4=[N:24][CH:25]=3)=[N:7][N:8]2[CH2:11][C:12]([N:14]2[CH2:19][CH2:18][O:17][CH2:16][CH2:15]2)=[O:13])=[CH:4][CH:3]=1 |f:2.3,4.5|. Reported procedure: In a 50 ml round-bottomed flask, 2-[6-fluoro-1-(2-morpholin-4-yl-2-oxo-ethyl)-1H-indazol-3-yl]-5-(2-trimethylsilanyl-ethoxymethyl)-5H-pyrrolo[2,3-b]pyrazine-7-carbaldehyde (265 mg, 0.49 mmol) was dissolved in THF (10 ml) and water (2 ml). The yellow solution was cooled to 0° C. and sulfamic acid (287 mg, 2.95 mmol) was added. Then, a solution of sodium chlorite (80%, 76 mg, 0.67 mmol) and potassium dihydrogen phosphate (803 mg, 5.9 mmol) in water (6 ml) was added dropwise via pipette. After the ...